This data is from the Open Reaction Database (ORD), a public repository of structured organic reaction records. The task is: describe an organic reaction: reactants, conditions, products, and yield Reactants: COC(C)C(=O)O, CNCC(C)Oc1cccc2ncnc(Nc3ccc(OCc4ccccn4)c(Cl)c3)c12. Yields the product COC(C)C(=O)N(C)CC(C)Oc1cccc2ncnc(Nc3ccc(OCc4ccccn4)c(Cl)c3)c12. Reaction SMILES: [CH3:1][O:2][CH:3]([C:4](=[O:5])[OH:6])[CH3:7].[Cl:8][c:9]1[cH:10][c:11]([NH:23][c:24]2[n:25][cH:26][n:27][c:28]3[cH:29][cH:30][cH:31][c:32]([O:34][CH:35]([CH2:36][NH:37][CH3:38])[CH3:39])[c:33]23)[cH:12][cH:13][c:14]1[O:15][CH2:16][c:17]1[n:18][cH:19][cH:20][cH:21][cH:22]1>>[CH3:1][O:2][CH:3]([C:4](=[O:6])[N:37]([CH2:36][CH:35]([O:34][c:32]1[cH:31][cH:30][cH:29][c:28]2[n:27][cH:26][n:25][c:24]([NH:23][c:11]3[cH:10][c:9]([Cl:8])[c:14]([O:15][CH2:16][c:17]4[n:18][cH:19][cH:20][cH:21][cH:22]4)[cH:13][cH:12]3)[c:33]21)[CH3:39])[CH3:38])[CH3:7]. The reactants are CCOC(=O)CS, C1COCCO1, CCOC(C)=O, Cl, O=C1C2=CCCCN2C(=O)N1c1cc([N+](=O)[O-])c(F)cc1F, [H-], [Na+]. Yields the product CCOC(=O)CSc1cc(F)c(N2C(=O)C3=CCCCN3C2=O)cc1[N+](=O)[O-]. RXN SMILES: [C:3]([CH2:4][SH:5])(=[O:6])[O:7][CH2:8][CH3:9].[CH2:39]1[O:40][CH2:41][CH2:42][O:43][CH2:44]1.[CH3:33][CH2:34][O:35][C:36](=[O:37])[CH3:38].[ClH:32].[F:10][c:11]1[c:12]([N:21]2[C:22](=[O:31])[N:23]3[C:24](=[CH:25][CH2:26][CH2:27][CH2:28]3)[C:29]2=[O:30])[cH:13][c:14]([N+:18](=[O:19])[O-:20])[c:15]([F:17])[cH:16]1.[H-:1].[Na+:2]>>[C:3]([CH2:4][S:5][c:15]1[c:14]([N+:18](=[O:19])[O-:20])[cH:13][c:12]([N:21]2[C:22](=[O:31])[N:23]3[C:24](=[CH:25][CH2:26][CH2:27][CH2:28]3)[C:29]2=[O:30])[c:11]([F:10])[cH:16]1)(=[O:6])[O:7][CH2:8][CH3:9].